The task is: describe an organic reaction: reactants, conditions, products, and yield. This data is from the Open Reaction Database (ORD), a public repository of structured organic reaction records. Reactants: NCc1cc(Cl)ccc1OCc1ccccc1Br, Cc1ccccc1, [Na+], O=C([O-])O, c1ccc(P(c2ccccc2)c2ccc3ccccc3c2-c2c(P(c3ccccc3)c3ccccc3)ccc3ccccc23)cc1. Product: Clc1ccc2c(c1)CNc1ccccc1CO2. RXN SMILES: [Br:1][c:2]1[c:3]([CH2:4][O:5][c:6]2[c:7]([CH2:8][NH2:9])[cH:10][c:11]([Cl:14])[cH:12][cH:13]2)[cH:15][cH:16][cH:17][cH:18]1.[CH3:65][c:66]1[cH:67][cH:68][cH:69][cH:70][cH:71]1.[Na+:76].[O-:72][C:73]([OH:74])=[O:75].[cH:19]1[cH:20][cH:21][c:22]([P:23]([c:24]2[cH:25][cH:26][c:27]3[c:28]([cH:29][cH:30][cH:31][cH:32]3)[c:33]2-[c:34]2[c:35]3[c:36]([cH:37][cH:38][cH:39][cH:40]3)[cH:41][cH:42][c:43]2[P:44]([c:45]2[cH:46][cH:47][cH:48][cH:49][cH:50]2)[c:51]2[cH:52][cH:53][cH:54][cH:55][cH:56]2)[c:57]2[cH:58][cH:59][cH:60][cH:61][cH:62]2)[cH:63][cH:64]1>>[c:2]12[c:3]([cH:15][cH:16][cH:17][cH:18]1)[CH2:4][O:5][c:6]1[c:7]([cH:10][c:11]([Cl:14])[cH:12][cH:13]1)[CH2:8][NH:9]2. Starting materials: O=C([O-])[O-], CC(C)=O, CCI, [K+], [K+], COc1nc2cc(C(F)(F)F)c(Cl)c(NS(C)(=O)=O)c2nc1N. Yields the product CCN(c1c(Cl)c(C(F)(F)F)cc2nc(OC)c(N)nc12)S(C)(=O)=O. As a reaction SMILES: [C:24](=[O:25])([O-:26])[O-:27].[CH3:33][C:34](=[O:35])[CH3:36].[I:30][CH2:31][CH3:32].[K+:28].[K+:29].[NH2:1][c:2]1[c:3]([O:22][CH3:23])[n:4][c:5]2[cH:6][c:7]([C:18]([F:19])([F:20])[F:21])[c:8]([Cl:17])[c:9]([NH:12][S:13](=[O:14])(=[O:15])[CH3:16])[c:10]2[n:11]1>>[NH2:1][c:2]1[c:3]([O:22][CH3:23])[n:4][c:5]2[cH:6][c:7]([C:18]([F:19])([F:20])[F:21])[c:8]([Cl:17])[c:9]([N:12]([S:13](=[O:14])(=[O:15])[CH3:16])[CH2:31][CH3:32])[c:10]2[n:11]1. The reactants are ClC1=CC=C(C(=O)N)C=C1 (4-chlorobenzamide), C=O (paraformaldehyde), N1N=NC2=C1C=CC=C2 (benzotriazole), [O-]S(=O)(=O)[O-].[Mg+2] (MgSO4), C1(=CC=C(C=C1)S(=O)(=O)O)C (p-toluenesulfonic acid). The solvent is C1(=CC=CC=C1)C (toluene). Yields the product N1(N=NC2=C1C=CC=C2)CNC(C2=CC=C(C=C2)Cl)=O (N-(1H-1,2,3-benzotriazol-1-ylmethyl)-4-chlorobenzamide). Isolated yield 836.3%. RXN SMILES: [Cl:1][C:2]1[CH:10]=[CH:9][C:5]([C:6]([NH2:8])=[O:7])=[CH:4][CH:3]=1.C=O.[NH:13]1[C:17]2[CH:18]=[CH:19][CH:20]=[CH:21][C:16]=2[N:15]=[N:14]1.[O-]S([O-])(=O)=O.[Mg+2].[C:28]1(C)C=CC(S(O)(=O)=O)=CC=1>C1(C)C=CC=CC=1>[N:13]1([CH2:28][NH:8][C:6](=[O:7])[C:5]2[CH:9]=[CH:10][C:2]([Cl:1])=[CH:3][CH:4]=2)[C:17]2[CH:18]=[CH:19][CH:20]=[CH:21][C:16]=2[N:15]=[N:14]1 |f:3.4|. Reported procedure: A suspension of 4-chlorobenzamide (2.61 g, 16.8 mmol), paraformaldehyde (0.50 g, 16.8 mmol), benzotriazole (2.00 g, 16.8mmol), and MgSO4 (2.00 g, 16.6 mmol) in toluene (50 mL) was treated with p-toluenesulfonic acid (168 mg, 0.88 mmol). The mixture was heated at reflux for 4 hours, cooled to ambient temperature, filtered and concentrated to dryness. The crude material was purified by trituration with diethyl ether to provide 2.11 g of the desired product as a white solid.